From a dataset of the Open Reaction Database (ORD), a public repository of structured organic reaction records. describe an organic reaction: reactants, conditions, products, and yield Starting materials: CC1=CC(NC2=CC=C(C=C12)O)=O (4-methyl-6-hydroxy-carbostyril), C1(=CC=CC=C1)S(=O)(=O)CCCCBr (4-phenylsulfonyl-butyl-bromide). The product is CC1=CC(NC2=CC=C(C=C12)OCCCCS(=O)(=O)C1=CC=CC=C1)=O (4-Methyl-6-(4-phenylsulfonyl-butoxy)-carbostyril). RXN SMILES: [CH3:1][C:2]1[C:11]2[C:6](=[CH:7][CH:8]=[C:9]([OH:12])[CH:10]=2)[NH:5][C:4](=[O:13])[CH:3]=1.[C:14]1([S:20]([CH2:23][CH2:24][CH2:25][CH2:26]Br)(=[O:22])=[O:21])[CH:19]=[CH:18][CH:17]=[CH:16][CH:15]=1>>[CH3:1][C:2]1[C:11]2[C:6](=[CH:7][CH:8]=[C:9]([O:12][CH2:26][CH2:25][CH2:24][CH2:23][S:20]([C:14]3[CH:19]=[CH:18][CH:17]=[CH:16][CH:15]=3)(=[O:21])=[O:22])[CH:10]=2)[NH:5][C:4](=[O:13])[CH:3]=1. Procedure: Prepared analogous to Example 140 from 4-methyl-6-hydroxy-carbostyril (m.p. 326°-330° C.) and 4-phenylsulfonyl-butyl-bromide. The reactants are CC=1N(C2=CC=CC=C2C1C=O)S(=O)(=O)C1=CC=C(C)C=C1 (2-methyl-1-tosyl-1H-indole-3-carbaldehyde), [BH4-].[Na+] (NaBH4). Solvent: CO (methanol). Run at time 10 minute. Yields the product CC=1N(C2=CC=CC=C2C1CO)S(=O)(=O)C1=CC=C(C)C=C1 ((2-methyl-1-tosyl-1H-indol-3-yl)methanol). Yield: 82.8%. Reaction SMILES: [CH3:1][C:2]1[N:3]([S:13]([C:16]2[CH:22]=[CH:21][C:19]([CH3:20])=[CH:18][CH:17]=2)(=[O:15])=[O:14])[C:4]2[C:9]([C:10]=1[CH:11]=[O:12])=[CH:8][CH:7]=[CH:6][CH:5]=2.[BH4-].[Na+]>CO>[CH3:1][C:2]1[N:3]([S:13]([C:16]2[CH:17]=[CH:18][C:19]([CH3:20])=[CH:21][CH:22]=2)(=[O:14])=[O:15])[C:4]2[C:9]([C:10]=1[CH2:11][OH:12])=[CH:8][CH:7]=[CH:6][CH:5]=2 |f:1.2|. Procedure: To a stirred solution of 2-methyl-1-tosyl-1H-indole-3-carbaldehyde [104142-15-6] (1.2 g, 3.83 mmol) in methanol (40 mL), NaBH4 (145 mg, 3.83 mmol) was added at 0° C. and stirred for 10 min. Then the mixture was allowed to warm to rt and stirred for 4 h. The mixture was concentrated under reduced pressure at 45° C., saturated aqueous NH4Cl solution was added and extracted with ethyl acetate (2×). The combined organic layers were washed with water, brine and dried over anhydrous Na2SO4. The organi...